Dataset: the Open Reaction Database (ORD), a public repository of structured organic reaction records. Task: describe an organic reaction: reactants, conditions, products, and yield Starting materials: FC(CCl)F (2,2-difluoro-1-chloroethane), ClC1=CC=C(CN)C=C1 (4-chlorobenzylamine), ClC1=CC=C(CN)C=C1 (4-chlorobenzylamine). The solvent is O (water). Product: FC(CNCC1=CC=C(C=C1)Cl)F (2,2-difluoro-N-(4-chlorobenzyl)ethanamine). Yield: 61.0%. As a reaction SMILES: [F:1][CH:2]([F:5])[CH2:3]Cl.[Cl:6][C:7]1[CH:14]=[CH:13][C:10]([CH2:11][NH2:12])=[CH:9][CH:8]=1>O>[F:1][CH:2]([F:5])[CH2:3][NH:12][CH2:11][C:10]1[CH:13]=[CH:14][C:7]([Cl:6])=[CH:8][CH:9]=1. Procedure: An amount of 22.4 g (207 mmol) of 2,2-difluoro-1-chloroethane and 10 g (69 mmol) of 4-chlorobenzylamine are heated in an autoclave at an internal temperature of 120° C. for 16 hours. Subsequently, 50 g of water are added and the aqueous phase is separated. The aqueous phase is again extracted with 2,2-difluoro-1-chloroethane and the combined organic phases are distilled as described in Example 1.1. Here also, the 4-chlorobenzylamine hydrochloride which is present in the aqueous phase can be conv... Starting materials: COC(=O)C1=CC2=C(CC(O2)(C)C)C(=C1)OC1=CC=C(C=C1)C(=O)N1CCC1 (4-[4-(azetidine-1-carbonyl)-phenoxy]-2,2-dimethyl-2,3-dihydro-benzofuran-6-carboxylic acid methyl ester), COC(=O)C1=CC2=C(CC(O2)(C)C)C(=C1)O (4-hydroxy-2,2-dimethyl-2,3-dihydrobenzofuran-6-carboxylic acid methyl ester), N1(CCC1)C(=O)C1=C(C=C(C=C1)Br)F (azetidin-1-yl-(4-bromo-2-fluoro-phenyl)-methanone). Yields the product COC(=O)C1=CC2=C(CC(O2)(C)C)C(=C1)OC1=CC(=C(C=C1)C(=O)N1CCC1)F (4-[4-(Azetidine-1-carbonyl)-3-fluoro-phenoxy]-2,2-dimethyl-2,3-dihydro-benzofuran-6-carboxylic acid methyl ester). RXN SMILES: [CH3:1][O:2][C:3]([C:5]1[CH:15]=[C:14]([O:16][C:17]2[CH:22]=[CH:21][C:20]([C:23]([N:25]3[CH2:28][CH2:27][CH2:26]3)=[O:24])=[CH:19][CH:18]=2)[C:8]2[CH2:9][C:10]([CH3:13])([CH3:12])[O:11][C:7]=2[CH:6]=1)=[O:4].COC(C1C=C(O)C2CC(C)(C)OC=2C=1)=O.N1(C(C2C=CC(Br)=CC=2[F:58])=O)CCC1>>[CH3:1][O:2][C:3]([C:5]1[CH:15]=[C:14]([O:16][C:17]2[CH:22]=[CH:21][C:20]([C:23]([N:25]3[CH2:26][CH2:27][CH2:28]3)=[O:24])=[C:19]([F:58])[CH:18]=2)[C:8]2[CH2:9][C:10]([CH3:13])([CH3:12])[O:11][C:7]=2[CH:6]=1)=[O:4]. Reported procedure: The title compound was prepared in a similar manner as described for Intermediate 35b, from 4-hydroxy-2,2-dimethyl-2,3-dihydrobenzofuran-6-carboxylic acid methyl ester (3e) and azetidin-1-yl-(4-bromo-2-fluoro-phenyl)-methanone. 1H NMR (400 MHz, CDCl3) δ 7.53 (t, J=8.21 Hz, 1 H) 7.25 (s, 1 H) 7.22 (s, 1 H) 6.78 (dd, J=8.59, 2.27 Hz, 1 H) 6.66 (dd, J=111.12, 2.27 Hz, 1 H) 4.18-4.29 (m, 2 H) 4.15 (t, J=7.58 Hz, 2 H) 3.88 (s, 3 H) 2.88 (s, 2 H) 2.30-2.41 (m, J=7.75, 7.75, 7.75, 7.58 Hz, 2 H) 1.48 (s... RXN SMILES: [CH3:11][S:12](=[O:13])(=[O:14])[c:15]1[n:16][cH:17][cH:18][c:19](-[c:21]2[c:22](-[c:34]3[cH:35][c:36]([Cl:40])[cH:37][cH:38][cH:39]3)[n:23][n:24]3[c:25]2[cH:26][cH:27][c:28]([C:30]([F:31])([F:32])[F:33])[cH:29]3)[n:20]1.[N:1]1([CH2:8][CH2:9][NH2:10])[CH2:2][CH2:3][CH2:4][CH2:5][CH2:6][CH2:7]1.[OH2:41]>>[N:1]1([CH2:8][CH2:9][NH:10][c:15]2[n:16][cH:17][cH:18][c:19](-[c:21]3[c:22](-[c:34]4[cH:35][c:36]([Cl:40])[cH:37][cH:38][cH:39]4)[n:23][n:24]4[c:25]3[cH:26][cH:27][c:28]([C:30]([F:31])([F:32])[F:33])[cH:29]4)[n:20]2)[CH2:2][CH2:3][CH2:4][CH2:5][CH2:6][CH2:7]1. Yields the product FC(F)(F)c1ccc2c(-c3ccnc(NCCN4CCCCCC4)n3)c(-c3cccc(Cl)c3)nn2c1. Starting materials: CS(=O)(=O)c1nccc(-c2c(-c3cccc(Cl)c3)nn3cc(C(F)(F)F)ccc23)n1, NCCN1CCCCCC1, O. Starting materials: NC1=C(C=CC=C1)C(C=CC(=O)OC)=O (methyl 4-(2-aminophenyl)-4-oxo-2-butenoate). The reagents and catalysts are [Pd] (Pd-C). The solvent is CO (methanol), O (water). The product is NC1=C(C=CC=C1)C(CCC(=O)OC)=O (methyl 4-(2-aminophenyl)-4-oxobutyrate). The yield is 76.2%. RXN SMILES: [NH2:1][C:2]1[CH:7]=[CH:6][CH:5]=[CH:4][C:3]=1[C:8](=[O:15])[CH:9]=[CH:10][C:11]([O:13][CH3:14])=[O:12]>CO.O.[Pd]>[NH2:1][C:2]1[CH:7]=[CH:6][CH:5]=[CH:4][C:3]=1[C:8](=[O:15])[CH2:9][CH2:10][C:11]([O:13][CH3:14])=[O:12]. Procedure: A solution of 4.87 g (23.73 mM) of methyl 4-(2-aminophenyl)-4-oxo-2-butenoate in 120 ml of methanol and 6 ml of water is hydrogenated in the presence of 974 mg of 10% Pd-C at room temperature under atmospheric pressure. After removal of the catalyst, the mixture is concentrated to give a residue, which is chromatographed on a column of silica gel (274 g), eluting with toluene-ethyl acetate (30:1-19:1 v/v) to give 3.746 g of methyl 4-(2-aminophenyl)-4-oxobutyrate as orange crystals. This is recry... Reactants: CC(C)C[Al+]CC(C)C, CC(C)C[AlH]CC(C)C, O=C(Nc1ccc(C(F)(F)F)cc1)N1CC(c2ccccc2)C(c2ccc(Cl)cc2)=N1, [H-], C1CCOC1. Product: O=C(Nc1ccc(C(F)(F)F)cc1)N1CC(c2ccccc2)C(c2ccc(Cl)cc2)N1. RXN SMILES: [CH2:33]([Al+:34][CH2:35][CH:36]([CH3:37])[CH3:38])[CH:39]([CH3:40])[CH3:41].[CH3:42][CH:43]([CH2:44][AlH:45][CH2:46][CH:47]([CH3:48])[CH3:49])[CH3:50].[F:1][C:2]([c:3]1[cH:4][cH:5][c:6]([NH:9][C:10](=[O:11])[N:12]2[N:13]=[C:14]([c:23]3[cH:24][cH:25][c:26]([Cl:29])[cH:27][cH:28]3)[CH:15]([c:17]3[cH:18][cH:19][cH:20][cH:21][cH:22]3)[CH2:16]2)[cH:7][cH:8]1)([F:30])[F:31].[H-:32].[O:51]1[CH2:52][CH2:53][CH2:54][CH2:55]1>>[F:1][C:2]([c:3]1[cH:4][cH:5][c:6]([NH:9][C:10](=[O:11])[N:12]2[NH:13][CH:14]([c:23]3[cH:24][cH:25][c:26]([Cl:29])[cH:27][cH:28]3)[CH:15]([c:17]3[cH:18][cH:19][cH:20][cH:21][cH:22]3)[CH2:16]2)[cH:7][cH:8]1)([F:30])[F:31]. Reactants: COC([C@@H](NC(C)=O)CC1=CC=CC=C1)=O (N-acetyl-phenylalanine methyl ester). Solvent: Cl (HCl). Run at temperature 105 celsius, time 12 hour. Yields the product N[C@@H](CC1=CC=CC=C1)C(=O)O (Phenylalanine). Isolated yield 99.5%. As a reaction SMILES: C[O:2][C:3](=[O:16])[C@H:4]([CH2:9][C:10]1[CH:15]=[CH:14][CH:13]=[CH:12][CH:11]=1)[NH:5]C(=O)C>Cl>[NH2:5][C@H:4]([C:3]([OH:16])=[O:2])[CH2:9][C:10]1[CH:15]=[CH:14][CH:13]=[CH:12][CH:11]=1. Procedure: There was dissolved 1.40 g (6.0 mmol) of the phenylalanine methyl ester (31) in 50 ml of a 1N HCl solution and then the resulting solution was stirred at 105° C. for 12 hours. After cooling, the resulting mixture was concentrated and then ion-exchanged using Dowex-50w-X8 to thus give 1.10 mg (5.97 mmol, 99%) of the title compound: phenylalanine (1). The reactants are C=1(C(=CC(=CC1)C(=O)[O-])C(=O)OC)C(=O)OC (1,2-dimethyl 1,2,4-benzenetricarboxylate). The solvent is O1CCCC1 (tetrahydrofuran), O1CCCC1 (tetrahydrofuran). Conditions: time 8 hour. Product: OCC=1C=C(C(C(=O)OC)=CC1)C(=O)OC (dimethyl 4-hydroxymethylphthalate). Reaction SMILES: [C:1]1([C:14]([O:16][CH3:17])=[O:15])[C:2]([C:10]([O:12][CH3:13])=[O:11])=[CH:3][C:4]([C:7]([O-])=[O:8])=[CH:5][CH:6]=1>O1CCCC1>[OH:8][CH2:7][C:4]1[CH:3]=[C:2]([C:10]([O:12][CH3:13])=[O:11])[C:1](=[CH:6][CH:5]=1)[C:14]([O:16][CH3:17])=[O:15]. Procedure: 1.43 g of 1,2-dimethyl 1,2,4-benzenetricarboxylate was dissolved in 20 ml of tetrahydrofuran, and 20 ml of a 1M tetrahydrofuran solution of a borane-tetrahydrofuran complex, was added, followed by stirring at room temperature overnight. The reaction solution was extracted by an addition of ethyl ether and water, and the organic layer was post-treated in accordance with a usual method. Then, the product was purified by silica gel column chromatography (hexane/ethyl acetate=4/1→1/1) to obtain 1.31...